From a dataset of the Open Reaction Database (ORD), a public repository of structured organic reaction records. describe an organic reaction: reactants, conditions, products, and yield Reactants: [Br-], CC(C)c1nc(-c2ccc(Br)cc2)oc1C=O, C1CCOC1, C[Mg+], [Cl-], [NH4+]. Product: CC(C)c1nc(-c2ccc(Br)cc2)oc1C(C)O. RXN SMILES: [Br-:18].[Br:1][c:2]1[cH:3][cH:4][c:5](-[c:8]2[o:9][c:10]([CH:16]=[O:17])[c:11]([CH:13]([CH3:14])[CH3:15])[n:12]2)[cH:6][cH:7]1.[CH2:23]1[O:24][CH2:25][CH2:26][CH2:27]1.[CH3:19][Mg+:20].[Cl-:21].[NH4+:22]>>[Br:1][c:2]1[cH:3][cH:4][c:5](-[c:8]2[o:9][c:10]([CH:16]([OH:17])[CH3:19])[c:11]([CH:13]([CH3:14])[CH3:15])[n:12]2)[cH:6][cH:7]1. Reactants: CC(C[C@@H](C(=O)O)CC(=O)N1CCOCC1)(CC1=CC=CC=C1)C ((R)-4,4-Dimethyl-2-(2-morpholin-4-yl-2-oxo-ethyl)-5-phenyl-pentanoic acid), NC([C@H](O)C=1OC2=C(N1)C=CC=C2)CCC ((S)-2-Amino-1-benzoxazol-2-yl-pentan-1-ol). Yields the product O1C(=NC2=C1C=CC=C2)C(=O)[C@H](CCC)NC(C(CC(CC2=CC=CC=C2)(C)C)CC(=O)N2CCOCC2)=O (4,4-Dimethyl-2-(2-morpholin-4-yl-2-oxo-ethyl)-5-phenyl-pentanoic acid[(S)-1-(benzoxazole-2-carbonyl)-butyl]-amide). RXN SMILES: [CH3:1][C:2]([CH3:24])([CH2:17][C:18]1[CH:23]=[CH:22][CH:21]=[CH:20][CH:19]=1)[CH2:3][C@H:4]([CH2:8][C:9]([N:11]1[CH2:16][CH2:15][O:14][CH2:13][CH2:12]1)=[O:10])[C:5]([OH:7])=O.[NH2:25][CH:26]([CH2:38][CH2:39][CH3:40])[C@@H:27]([C:29]1[O:30][C:31]2[CH:37]=[CH:36][CH:35]=[CH:34][C:32]=2[N:33]=1)[OH:28]>>[O:30]1[C:31]2[CH:37]=[CH:36][CH:35]=[CH:34][C:32]=2[N:33]=[C:29]1[C:27]([C@@H:26]([NH:25][C:5](=[O:7])[CH:4]([CH2:8][C:9]([N:11]1[CH2:16][CH2:15][O:14][CH2:13][CH2:12]1)=[O:10])[CH2:3][C:2]([CH3:1])([CH3:24])[CH2:17][C:18]1[CH:23]=[CH:22][CH:21]=[CH:20][CH:19]=1)[CH2:38][CH2:39][CH3:40])=[O:28]. Procedure details: It is similarly prepared according to general procedure given for example 10 above but using (R)-4,4-Dimethyl-2-(2-morpholin-4-yl-2-oxo-ethyl)-5-phenyl-pentanoic acid and (S)-2-Amino-1-benzoxazol-2-yl-pentan-1-ol.